This data is from the Open Reaction Database (ORD), a public repository of structured organic reaction records. The task is: describe an organic reaction: reactants, conditions, products, and yield Reaction SMILES: [CH3:19][S:20]([CH3:21])=[O:22].[Cl:2][CH2:3][c:4]1[n:5][c:6](-[c:10]2[cH:11][cH:12][cH:13][cH:14][cH:15]2)[nH:7][c:8]1[CH3:9].[ClH:1].[Na:16][C:17]#[N:18].[OH2:23]>>[CH2:3]([c:4]1[n:5][c:6](-[c:10]2[cH:11][cH:12][cH:13][cH:14][cH:15]2)[nH:7][c:8]1[CH3:9])[C:17]#[N:18]. Product: Cc1[nH]c(-c2ccccc2)nc1CC#N. The reactants are CS(C)=O, Cc1[nH]c(-c2ccccc2)nc1CCl, Cl, N#C[Na], O. Reactants: C1CCOC1, COc1cc2ncnc(Cl)c2cc1OCCCN1CCOCC1, [H-], O=C1Cc2ccccc2N1, [Na+], CN(C)C=O. Product: Cl, COc1cc2ncnc(C3C(=O)Nc4ccccc43)c2cc1OCCCN1CCOCC1. RXN SMILES: [CH2:36]1[O:37][CH2:38][CH2:39][CH2:40]1.[Cl:13][c:14]1[n:15][cH:16][n:17][c:18]2[cH:19][c:20]([O:34][CH3:35])[c:21]([O:24][CH2:25][CH2:26][CH2:27][N:28]3[CH2:29][CH2:30][O:31][CH2:32][CH2:33]3)[cH:22][c:23]12.[H-:11].[NH:1]1[C:2](=[O:10])[CH2:3][c:4]2[cH:5][cH:6][cH:7][cH:8][c:9]21.[Na+:12].[O:41]=[CH:42][N:43]([CH3:44])[CH3:45]>>[ClH:13].[NH:1]1[C:2](=[O:10])[CH:3]([c:14]2[n:15][cH:16][n:17][c:18]3[cH:19][c:20]([O:34][CH3:35])[c:21]([O:24][CH2:25][CH2:26][CH2:27][N:28]4[CH2:29][CH2:30][O:31][CH2:32][CH2:33]4)[cH:22][c:23]23)[c:4]2[cH:5][cH:6][cH:7][cH:8][c:9]21. Reactants: COc1ccc(NC(=O)c2ccc3nc(Br)sc3c2)cc1OC, CC(C)(C)OC(=O)N1CCNCC1, CN1CCCC1=O, CCN(C(C)C)C(C)C, O. Product: COc1ccc(NC(=O)c2ccc3nc(N4CCN(C(=O)OC(C)(C)C)CC4)sc3c2)cc1OC. As a reaction SMILES: [Br:1][c:2]1[s:3][c:4]2[c:5]([n:6]1)[cH:7][cH:8][c:9]([C:11](=[O:12])[NH:13][c:14]1[cH:15][c:16]([O:22][CH3:23])[c:17]([O:20][CH3:21])[cH:18][cH:19]1)[cH:10]2.[C:24](=[O:25])([O:26][C:27]([CH3:28])([CH3:29])[CH3:30])[N:31]1[CH2:32][CH2:33][NH:34][CH2:35][CH2:36]1.[CH3:46][N:47]1[CH2:48][CH2:49][CH2:50][C:51]1=[O:52].[CH:37]([N:38]([CH:39]([CH3:40])[CH3:41])[CH2:42][CH3:43])([CH3:44])[CH3:45].[OH2:53]>>[c:2]1([N:34]2[CH2:33][CH2:32][N:31]([C:24](=[O:25])[O:26][C:27]([CH3:28])([CH3:29])[CH3:30])[CH2:36][CH2:35]2)[s:3][c:4]2[c:5]([n:6]1)[cH:7][cH:8][c:9]([C:11](=[O:12])[NH:13][c:14]1[cH:15][c:16]([O:22][CH3:23])[c:17]([O:20][CH3:21])[cH:18][cH:19]1)[cH:10]2. Starting materials: ON=C(C(=O)OC(C)(C)C)C(C1=CC=NC=C1)=O (tert-Butyl 2-hydroxyimino-3-oxo-3-(4-pyridyl)propionate), [N+](=O)([O-])C1=CC=C(CN)C=C1 (4-nitrobenzylamine). Solvent: C1(=CC=CC=C1)C (toluene). Yields the product [N+](=O)([O-])C1=CC=C(C=C1)C=1NC(=C(N1)C(=O)OC(C)(C)C)C1=CC=NC=C1 (tert-butyl 2-(4-nitrophenyl)-5-(4-pyridyl)imidazole-4-carboxylate). Isolated yield 15.9%. As a reaction SMILES: O[N:2]=[C:3]([C:11](=O)[C:12]1[CH:17]=[CH:16][N:15]=[CH:14][CH:13]=1)[C:4]([O:6][C:7]([CH3:10])([CH3:9])[CH3:8])=[O:5].[N+:19]([C:22]1[CH:29]=[CH:28][C:25]([CH2:26][NH2:27])=[CH:24][CH:23]=1)([O-:21])=[O:20]>C1(C)C=CC=CC=1>[N+:19]([C:22]1[CH:23]=[CH:24][C:25]([C:26]2[NH:27][C:11]([C:12]3[CH:17]=[CH:16][N:15]=[CH:14][CH:13]=3)=[C:3]([C:4]([O:6][C:7]([CH3:10])([CH3:9])[CH3:8])=[O:5])[N:2]=2)=[CH:28][CH:29]=1)([O-:21])=[O:20]. Reported procedure: tert-Butyl 2-hydroxyimino-3-oxo-3-(4-pyridyl)propionate (3.0 g) and 4-nitrobenzylamine (2.2 g) were dissolved in toluene (40 ml), and the mixture was reacted and treated in the same manner as in Starting Material Synthetic Example 10 to give tert-butyl 2-(4-nitrophenyl)-5-(4-pyridyl)imidazole-4-carboxylate (0.7 g), melting point not less than 280° C. The yield is 80.5%. The reagents and catalysts are [S] (sulfur). Procedure: A solution of 4.76 g (85.3 mmol) of potassium hydroxide in 20 ml of ethylene glycol is added dropwise over the course of 2 hours at 180° C. to 7.26 g (21.3 mmol) of 2-(3-benzyloxyphenyl)-5-bromopyrimidine and 0.035 g (1.08 mmol) of sulfur in 60 ml of ethylene glycol. The mixture is kept at 180° C. for a further 3 hours, poured into water and acidified by means of 37% strength hydrochloric acid, and the solid which precipitates is isolated by filtration. Purification by chromatography (silica gel... RXN SMILES: [OH-:1].[K+].[CH2:3]([O:10][C:11]1[CH:12]=[C:13]([C:17]2[N:22]=[CH:21][C:20](Br)=[CH:19][N:18]=2)[CH:14]=[CH:15][CH:16]=1)[C:4]1[CH:9]=[CH:8][CH:7]=[CH:6][CH:5]=1.O.Cl>C(O)CO.[S]>[CH2:3]([O:10][C:11]1[CH:12]=[C:13]([C:17]2[N:22]=[CH:21][C:20]([OH:1])=[CH:19][N:18]=2)[CH:14]=[CH:15][CH:16]=1)[C:4]1[CH:9]=[CH:8][CH:7]=[CH:6][CH:5]=1 |f:0.1,^3:29|. Run at time 3 hour. Starting materials: [OH-].[K+] (potassium hydroxide), C(C1=CC=CC=C1)OC=1C=C(C=CC1)C1=NC=C(C=N1)Br (2-(3-benzyloxyphenyl)-5-bromopyrimidine), Cl (hydrochloric acid), O (water). Product: C(C1=CC=CC=C1)OC=1C=C(C=CC1)C1=NC=C(C=N1)O (2-(3-benzyloxyphenyl)-5-hydroxypyrimidine). The solvent is C(CO)O (ethylene glycol), C(CO)O (ethylene glycol). Starting materials: COC=1C=C(C=CC1)S (3-methoxybenzenethiol), BrCCCN1C(C=2C(C1=O)=CC=CC2)=O (N-(3-bromopropyl)phthalimide), C([O-])([O-])=O.[K+].[K+] (potassium carbonate). Run in CC(=O)C (acetone). The product is COC=1C=C(C=CC1)SCCCN1C(C2=CC=CC=C2C1=O)=O (2-{3-[(3-methoxyphenyl)thio]propyl}-1H-isoindole-1,3(2H)-dione). As a reaction SMILES: [CH3:1][O:2][C:3]1[CH:4]=[C:5]([SH:9])[CH:6]=[CH:7][CH:8]=1.Br[CH2:11][CH2:12][CH2:13][N:14]1[C:18](=[O:19])[C:17]2=[CH:20][CH:21]=[CH:22][CH:23]=[C:16]2[C:15]1=[O:24].C(=O)([O-])[O-].[K+].[K+]>CC(C)=O>[CH3:1][O:2][C:3]1[CH:4]=[C:5]([S:9][CH2:11][CH2:12][CH2:13][N:14]2[C:18](=[O:19])[C:17]3[C:16](=[CH:23][CH:22]=[CH:21][CH:20]=3)[C:15]2=[O:24])[CH:6]=[CH:7][CH:8]=1 |f:2.3.4|. Procedure details: A solution of 3-methoxybenzenethiol (1.52 mL, 12.2 mmol), N-(3-bromopropyl)phthalimide (3.28 g, 12.2 mmol), and potassium carbonate (2.53 g, 18.3 mmol) in acetone (50 mL) was heated to reflux for 88 hours. The solvent was removed in vacuo and the residue partitioned between water (50 mL) and methylene chloride (50 mL). The layers were separated and the aqueous layer washed with methylene chloride (2×50 mL). The combined organic layers were dried over sodium sulfate, filtered, and concentrated in...